Dataset: the Open Reaction Database (ORD), a public repository of structured organic reaction records. Task: describe an organic reaction: reactants, conditions, products, and yield Reactants: CC#N, CCOC(C)=O, [O-][Cl+][O-], CC(C)(C)OC(=O)N(CCc1ccc(-c2ccc(C=O)s2)cc1)CC(O)c1cccc(Cl)c1, [Na+], OO. Reaction SMILES: [CH3:40][C:41]#[N:42].[CH3:43][CH2:44][O:45][C:46](=[O:47])[CH3:48].[Cl+:36]([O-:37])[O-:38].[Cl:1][c:2]1[cH:3][c:4]([CH:8]([CH2:9][N:10]([C:11]([O:12][C:13]([CH3:14])([CH3:15])[CH3:16])=[O:17])[CH2:18][CH2:19][c:20]2[cH:21][cH:22][c:23](-[c:26]3[s:27][c:28]([CH:31]=[O:32])[cH:29][cH:30]3)[cH:24][cH:25]2)[OH:33])[cH:5][cH:6][cH:7]1.[Na+:39].[OH:34][OH:35]>>[Cl:1][c:2]1[cH:3][c:4]([CH:8]([CH2:9][N:10]([C:11]([O:12][C:13]([CH3:14])([CH3:15])[CH3:16])=[O:17])[CH2:18][CH2:19][c:20]2[cH:21][cH:22][c:23](-[c:26]3[s:27][c:28]([C:31](=[O:32])[OH:37])[cH:29][cH:30]3)[cH:24][cH:25]2)[OH:33])[cH:5][cH:6][cH:7]1. The product is CC(C)(C)OC(=O)N(CCc1ccc(-c2ccc(C(=O)O)s2)cc1)CC(O)c1cccc(Cl)c1. Starting materials: NC=1C(=CC(=NC1)OC[C@H](C)NC(OC(C)(C)C)=O)O (tert-butyl ((2S)-1-((5-amino-4-hydroxypyridin-2-yl)oxy)propan-2-yl)carbamate), FC1([C@H](C1)COC1=CC=C(C(=O)O)C=C1)F (4-(((1R)-2,2-difluorocyclopropyl)methoxy)benzoic acid). The product is FC1([C@H](C1)COC1=CC=C(C(=O)OC2=CC(=NC=C2NC(C2=CC=C(C=C2)OC[C@@H]2C(C2)(F)F)=O)OC[C@H](C)NC(=O)OC(C)(C)C)C=C1)F (2-(((2S)-2-((tert-butoxycarbonyl)amino)propyl)oxy)-5-((4-(((1R)-2,2-difluorocyclopropyl)methoxy)benzoyl)amino)pyridin-4-yl 4-(((1R)-2,2-difluorocyclopropyl)methoxy)benzoate). Reaction SMILES: [NH2:1][C:2]1[C:3]([OH:20])=[CH:4][C:5]([O:8][CH2:9][C@@H:10]([NH:12][C:13](=[O:19])[O:14][C:15]([CH3:18])([CH3:17])[CH3:16])[CH3:11])=[N:6][CH:7]=1.[F:21][C:22]1([F:36])[CH2:24][C@@H:23]1[CH2:25][O:26][C:27]1[CH:35]=[CH:34][C:30]([C:31](O)=[O:32])=[CH:29][CH:28]=1>>[F:21][C:22]1([F:36])[CH2:24][C@@H:23]1[CH2:25][O:26][C:27]1[CH:35]=[CH:34][C:30]([C:31]([O:20][C:3]2[C:2]([NH:1][C:31](=[O:32])[C:30]3[CH:34]=[CH:35][C:27]([O:26][CH2:25][C@H:23]4[CH2:24][C:22]4([F:36])[F:21])=[CH:28][CH:29]=3)=[CH:7][N:6]=[C:5]([O:8][CH2:9][C@@H:10]([NH:12][C:13]([O:14][C:15]([CH3:16])([CH3:18])[CH3:17])=[O:19])[CH3:11])[CH:4]=2)=[O:32])=[CH:29][CH:28]=1. Reported procedure: Using tert-butyl ((2S)-1-((5-amino-4-hydroxypyridin-2-yl)oxy)propan-2-yl)carbamate and 4-(((1R)-2,2-difluorocyclopropyl)methoxy)benzoic acid, and in the same manner as in Step D of Example 83, the title compound was obtained. Reactants: O=C1NC(=O)c2c(CCBr)cccc21, C1COCCN1, CCOCC. The product is O=C1NC(=O)c2c(CCC3CNCCO3)cccc21. As a reaction SMILES: [Br:1][CH2:2][CH2:3][c:4]1[c:5]2[c:6]([cH:12][cH:13][cH:14]1)[C:7](=[O:8])[NH:9][C:10]2=[O:11].[CH2:15]1[CH2:16][O:17][CH2:18][CH2:19][NH:20]1.[CH2:21]([O:22][CH2:23][CH3:24])[CH3:25]>>[CH2:2]([CH2:3][c:4]1[c:5]2[c:6]([cH:12][cH:13][cH:14]1)[C:7](=[O:8])[NH:9][C:10]2=[O:11])[CH:16]1[CH2:15][NH:20][CH2:19][CH2:18][O:17]1. The product is FC1=CC=C(C=C1)S(=O)(=O)N1[C@@H](CCC1)/C(/N)=N/O ((Z)-(2S)-1-[(4-Fluorophenyl)sulfonyl]-N′2-hydroxy-2-pyrrolidinecarboximidamide). Procedure: The title compound was prepared by the method of Preparation 4 from (2S)-1-[(4-fluorophenyl)sulfonyl]-2-pyrrolidinecarbonitrile [see Preparation 51] and hydroxylamine hydrochloride to afford the title compound as a white solid. The reactants are FC1=CC=C(C=C1)S(=O)(=O)N1[C@@H](CCC1)C#N ((2S)-1-[(4-fluorophenyl)sulfonyl]-2-pyrrolidinecarbonitrile), Cl.NO (hydroxylamine hydrochloride). Reaction SMILES: [F:1][C:2]1[CH:7]=[CH:6][C:5]([S:8]([N:11]2[CH2:15][CH2:14][CH2:13][C@H:12]2[C:16]#[N:17])(=[O:10])=[O:9])=[CH:4][CH:3]=1.Cl.[NH2:19][OH:20]>>[F:1][C:2]1[CH:3]=[CH:4][C:5]([S:8]([N:11]2[CH2:15][CH2:14][CH2:13][C@H:12]2/[C:16](=[N:19]/[OH:20])/[NH2:17])(=[O:10])=[O:9])=[CH:6][CH:7]=1 |f:1.2|. The product is CC(C)(C)OC(=O)N1CCC2(CCC(O)CC2)CC1. Reaction SMILES: [BH4-:1].[CH3:22][OH:23].[Na+:2].[O:3]=[C:4]1[CH2:5][CH2:6][C:7]2([CH2:8][CH2:9][N:10]([C:13](=[O:14])[O:15][C:16]([CH3:17])([CH3:18])[CH3:19])[CH2:11][CH2:12]2)[CH2:20][CH2:21]1>>[OH:3][CH:4]1[CH2:5][CH2:6][C:7]2([CH2:8][CH2:9][N:10]([C:13](=[O:14])[O:15][C:16]([CH3:17])([CH3:18])[CH3:19])[CH2:11][CH2:12]2)[CH2:20][CH2:21]1. Starting materials: [BH4-], CO, [Na+], CC(C)(C)OC(=O)N1CCC2(CCC(=O)CC2)CC1. Starting materials: [BH3-]C#N, CO, ClC(Cl)Cl, COC(=O)C(N)Cc1c[nH]c2ccccc12, [Na+], COC(=O)C(NC(c1ccccc1)(c1ccccc1)c1ccccc1)C(C)=O, Cc1ccc(S(=O)(=O)O)cc1. The product is COC(=O)C(Cc1c[nH]c2ccccc12)NC(C)C(NC(c1ccccc1)(c1ccccc1)c1ccccc1)C(=O)OC. Reaction SMILES: [C:56]([BH3-:57])#[N:58].[CH3:60][OH:61].[CH:62]([Cl:63])([Cl:64])[Cl:65].[NH2:40][CH:41]([C:42](=[O:43])[O:44][CH3:45])[CH2:46][c:47]1[cH:48][nH:49][c:50]2[cH:51][cH:52][cH:53][cH:54][c:55]12.[Na+:59].[O:1]=[C:2]([CH:3]([C:4](=[O:5])[O:6][CH3:7])[NH:8][C:9]([c:10]1[cH:11][cH:12][cH:13][cH:14][cH:15]1)([c:16]1[cH:17][cH:18][cH:19][cH:20][cH:21]1)[c:22]1[cH:23][cH:24][cH:25][cH:26][cH:27]1)[CH3:28].[c:29]1([CH3:30])[cH:31][cH:32][c:33]([S:34]([OH:35])(=[O:36])=[O:37])[cH:38][cH:39]1>>[CH:2]([CH:3]([C:4](=[O:5])[O:6][CH3:7])[NH:8][C:9]([c:10]1[cH:11][cH:12][cH:13][cH:14][cH:15]1)([c:16]1[cH:17][cH:18][cH:19][cH:20][cH:21]1)[c:22]1[cH:23][cH:24][cH:25][cH:26][cH:27]1)([CH3:28])[NH:40][CH:41]([C:42](=[O:43])[O:44][CH3:45])[CH2:46][c:47]1[cH:48][nH:49][c:50]2[cH:51][cH:52][cH:53][cH:54][c:55]12. Reactants: ClC=1C=CC(=C(C1)C1=NN(C=C1C#CC1=CC=C(C=C1)NC(=O)[C@@H]1NCCCC1)CCO)O (Piperidine-2(R)-carboxylic acid {4-[3-(5-chloro-2-hydroxy-phenyl)-1-(2-hydroxy-ethyl)-1H-pyrazol-4-ylethynyl]-phenyl}-amide), C(C)(C)(C)OC(=O)N1C(COCC1)C(NC1=CC=C(C=C1)C#CC=1C(=NN(C1)C)C1=C(C=CC(=C1)Cl)O)=O (3-{4-[3-(5-Chloro-2-hydroxy-phenyl)-1-methyl-1H-pyrazol-4-ylethynyl]-phenylcarbamoyl}-morpholine-4-carboxylic acid tert-butyl ester), C(=O)(C(F)(F)F)O (TFA). Run in C(Cl)Cl (methylene chloride). Product: ClC=1C=CC(=C(C1)C1=NN(C=C1C#CC1=CC=C(C=C1)NC(=O)C1NCCOC1)C)O (Morpholine-3-carboxylic acid {4-[3-(5-chloro-2-hydroxy-phenyl)-1-methyl-1H-pyrazol-4-ylethynyl]-phenyl}-amide). Reaction SMILES: ClC1C=CC(O)=C(C2C(C#CC3C=CC(NC([C@H]4CCCCN4)=O)=CC=3)=CN(CCO)N=2)C=1.C(OC([N:41]1[CH2:46][CH2:45][O:44][CH2:43][CH:42]1[C:47](=[O:71])[NH:48][C:49]1[CH:54]=[CH:53][C:52]([C:55]#[C:56][C:57]2[C:58]([C:63]3[CH:68]=[C:67]([Cl:69])[CH:66]=[CH:65][C:64]=3[OH:70])=[N:59][N:60]([CH3:62])[CH:61]=2)=[CH:51][CH:50]=1)=O)(C)(C)C.C(O)(C(F)(F)F)=O>C(Cl)Cl>[Cl:69][C:67]1[CH:66]=[CH:65][C:64]([OH:70])=[C:63]([C:58]2[C:57]([C:56]#[C:55][C:52]3[CH:51]=[CH:50][C:49]([NH:48][C:47]([CH:42]4[CH2:43][O:44][CH2:45][CH2:46][NH:41]4)=[O:71])=[CH:54][CH:53]=3)=[CH:61][N:60]([CH3:62])[N:59]=2)[CH:68]=1. Procedure: Using the same procedure for the preparation of compound 5A, treatment of compound 6D with TFA in methylene chloride gives the title compound 7D as a white powder in similar yield. LCMS (ESI) m/z 437.28 (MH+, 100); HPLC: tR=4.15 min.